From a dataset of the Open Reaction Database (ORD), a public repository of structured organic reaction records. describe an organic reaction: reactants, conditions, products, and yield Reactants: BrC1=CC=C(C=C1)C=1N=C(NC1C1=CC=NC=C1)C1=CC=C(C=C1)Cl (4-(4-bromophenyl)-2-(4-chlorophenyl)-5-(4-pyridyl)imidazole), COC1=CC=C(C=C1)B(O)O (4-methoxybenzeneboronic acid), [OH-].[Na+] (NaOH), solution. The reagents and catalysts are C=1C=CC(=CC1)[P](C=2C=CC=CC2)(C=3C=CC=CC3)[Pd]([P](C=4C=CC=CC4)(C=5C=CC=CC5)C=6C=CC=CC6)([P](C=7C=CC=CC7)(C=8C=CC=CC8)C=9C=CC=CC9)[P](C=1C=CC=CC1)(C=1C=CC=CC1)C=1C=CC=CC1 (tetrakis(triphenylphosphine)palladium(0)). Run in C(C)O (ethanol), C1(=CC=CC=C1)C (toluene). Run at temperature 90 celsius, time 8 hour. Product: ClC1=CC=C(C=C1)C=1NC(=C(N1)C1=CC=C(C=C1)C1=CC=C(C=C1)OC)C1=CC=NC=C1 (2-(4-Chlorophenyl)-4-(4'-methoxybiphenyl-4-yl)-5-(4-pyridyl)imidazole). Isolated yield 25.0%. As a reaction SMILES: Br[C:2]1[CH:7]=[CH:6][C:5]([C:8]2[N:9]=[C:10]([C:19]3[CH:24]=[CH:23][C:22]([Cl:25])=[CH:21][CH:20]=3)[NH:11][C:12]=2[C:13]2[CH:18]=[CH:17][N:16]=[CH:15][CH:14]=2)=[CH:4][CH:3]=1.[CH3:26][O:27][C:28]1[CH:33]=[CH:32][C:31](B(O)O)=[CH:30][CH:29]=1.[OH-].[Na+]>C(O)C.C1(C)C=CC=CC=1.C1C=CC([P]([Pd]([P](C2C=CC=CC=2)(C2C=CC=CC=2)C2C=CC=CC=2)([P](C2C=CC=CC=2)(C2C=CC=CC=2)C2C=CC=CC=2)[P](C2C=CC=CC=2)(C2C=CC=CC=2)C2C=CC=CC=2)(C2C=CC=CC=2)C2C=CC=CC=2)=CC=1>[Cl:25][C:22]1[CH:23]=[CH:24][C:19]([C:10]2[NH:11][C:12]([C:13]3[CH:18]=[CH:17][N:16]=[CH:15][CH:14]=3)=[C:8]([C:5]3[CH:6]=[CH:7][C:2]([C:31]4[CH:32]=[CH:33][C:28]([O:27][CH3:26])=[CH:29][CH:30]=4)=[CH:3][CH:4]=3)[N:9]=2)=[CH:20][CH:21]=1 |f:2.3,^1:52,54,73,92|. Procedure details: To a solution of 60 mg (0.146 mmol) of 4-(4-bromophenyl)-2-(4-chlorophenyl)-5-(4-pyridyl)imidazole (from Step C) in 1 mL of ethanol and 1.5 mL of toluene was added 56 mg (0.365 mmol) of 4-methoxybenzeneboronic acid, followed by 0.73 mmol (584 μL of a 1.25 N solution) of aqueous NaOH, and 17 mg (0.146 mmol) of tetrakis(triphenylphosphine)palladium(0). The resulting reaction mixture was stirred at 90° C. overnight. After being cooled to room temperature, the reaction was quenched by addition of wa...